From a dataset of the Open Reaction Database (ORD), a public repository of structured organic reaction records. describe an organic reaction: reactants, conditions, products, and yield Starting materials: CCOC(=O)c1coc(Nc2ncc3c(n2)N(C2CCCC2)CCC(=O)N3C)n1, C1CCOC1, CO, [Li+], [OH-], O, O. Yields the product CN1C(=O)CCN(C2CCCC2)c2nc(Nc3nc(C(=O)O)co3)ncc21. As a reaction SMILES: [CH2:1]([CH3:2])[O:3][C:4](=[O:5])[c:6]1[n:7][c:8]([NH:11][c:12]2[n:13][cH:14][c:15]3[c:21]([n:22]2)[N:20]([CH:23]2[CH2:24][CH2:25][CH2:26][CH2:27]2)[CH2:19][CH2:18][C:17](=[O:28])[N:16]3[CH3:29])[o:9][cH:10]1.[CH2:35]1[O:36][CH2:37][CH2:38][CH2:39]1.[CH3:33][OH:34].[Li+:32].[OH-:31].[OH2:30].[OH2:40]>>[O:3]=[C:4]([OH:5])[c:6]1[n:7][c:8]([NH:11][c:12]2[n:13][cH:14][c:15]3[c:21]([n:22]2)[N:20]([CH:23]2[CH2:24][CH2:25][CH2:26][CH2:27]2)[CH2:19][CH2:18][C:17](=[O:28])[N:16]3[CH3:29])[o:9][cH:10]1. The reactants are CN[C@@H]1C[C@H]2O[C@@](C)([C@@H]1OC)n1c3ccccc3c3c4c(c5c6ccccc6n2c5c31)C(=O)NC4 (staurosporine), O=CC1CCN(Cc2ccccc2)CC1. Reagents/catalysts: CC(C)[O-].CC(C)[O-].CC(C)[O-].CC(C)[O-].[Ti+4] (Ti(OiPr)4), CC(=O)O (acetic acid), CC(=O)O[BH-](OC(C)=O)OC(C)=O.[Na+] (Sodium triacetoxyborohydride). Solvent: CN1CCCC1=O (NMP), CN1CCCC1=O (NMP), CN1CCCC1=O (NMP), CN1CCCC1=O (NMP), CN1CCCC1=O (NMP), CN1CCCC1=O (NMP), CN1CCCC1=O (NMP). Conditions: temperature 22 celsius, time 18 hour. Product: CO[C@@H]1[C@@H](C[C@H]2O[C@]1(C)n3c4ccccc4c5c6CNC(=O)c6c7c8ccccc8n2c7c35)N(C)CC9CCN(Cc%10ccccc%10)CC9, CN[C@@H]1C[C@H]2O[C@@](C)([C@@H]1OC)n1c3ccccc3c3c4c(c5c6ccccc6n2c5c31)C(=O)NC4 (Staurosporine), O=CC1CCN(Cc2ccccc2)CC1.